From a dataset of the Open Reaction Database (ORD), a public repository of structured organic reaction records. describe an organic reaction: reactants, conditions, products, and yield Starting materials: COc1ccc2nccc(Br)c2n1, CC(C)(C)OC(=O)NC1CCCNC1, CCCCCO. The product is COc1ccc2nccc(N3CCCC(NC(=O)OC(C)(C)C)C3)c2n1. RXN SMILES: [Br:1][c:2]1[cH:3][cH:4][n:5][c:6]2[cH:7][cH:8][c:9]([O:12][CH3:13])[n:10][c:11]12.[C:14]([CH3:15])([CH3:16])([CH3:17])[O:18][C:19]([NH:20][CH:21]1[CH2:22][NH:23][CH2:24][CH2:25][CH2:26]1)=[O:27].[CH2:28]([OH:29])[CH2:30][CH2:31][CH2:32][CH3:33]>>[c:2]1([N:23]2[CH2:22][CH:21]([NH:20][C:19]([O:18][C:14]([CH3:15])([CH3:16])[CH3:17])=[O:27])[CH2:26][CH2:25][CH2:24]2)[cH:3][cH:4][n:5][c:6]2[cH:7][cH:8][c:9]([O:12][CH3:13])[n:10][c:11]12.